Dataset: the Open Reaction Database (ORD), a public repository of structured organic reaction records. Task: describe an organic reaction: reactants, conditions, products, and yield Reactants: C([O-])([O-])=O.[Na+].[Na+] (sodium carbonate), NC1=NC(=C(C(=N1)Cl)C)Cl (2-amino-4,6-dichloro-5-methyl-pyrimidine), ClC=1C=CC(=C(C1)B(O)O)OC (5-chloro-2-methoxy-phenyl boronic acid), C1(=CC=CC=C1)P(C1=CC=CC=C1)C1=CC=CC=C1 (triphenylphosphine). The reagents and catalysts are C(C)(=O)[O-].[Pd+2].C(C)(=O)[O-] (palladium (II) acetate). The solvent is C(OC)COC (glyme), O (water). Reaction conditions: time 72 hour. The product is NC1=NC(=C(C(=N1)Cl)C)C1=C(C=CC(=C1)Cl)OC (2-amino-4-chloro-6-(5-chloro-2-methoxyphenyl)-5-methyl-pyrimidine). Yield: 21.1%. Reaction SMILES: [NH2:1][C:2]1[N:7]=[C:6](Cl)[C:5]([CH3:9])=[C:4]([Cl:10])[N:3]=1.[Cl:11][C:12]1[CH:13]=[CH:14][C:15]([O:21][CH3:22])=[C:16](B(O)O)[CH:17]=1.C1(P(C2C=CC=CC=2)C2C=CC=CC=2)C=CC=CC=1.C(=O)([O-])[O-].[Na+].[Na+]>O.C([O-])(=O)C.[Pd+2].C([O-])(=O)C.C(COC)OC>[NH2:1][C:2]1[N:3]=[C:4]([Cl:10])[C:5]([CH3:9])=[C:6]([C:14]2[CH:13]=[C:12]([Cl:11])[CH:17]=[CH:16][C:15]=2[O:21][CH3:22])[N:7]=1 |f:3.4.5,7.8.9|. Procedure details: To a mixture of 2-amino-4,6-dichloro-5-methyl-pyrimidine (0.18 g, 1.0 mmol), 5-chloro-2-methoxy-phenyl boronic acid (0.19 g, 1.0 mmol), palladium (II) acetate (0.034 g, 0.15 mmol) and triphenylphosphine (0.079 g, 0.30 mmol) was added a solution of sodium carbonate (0.64 g, 6.0 mmol) in water (5 ml) followed by glyme (20 ml). The mixture was stirred under an argon atmosphere at room temperature for 72 hours. Filtration and concentration of the filtrate yielded a residue which was purified by flas...